describe an organic reaction: reactants, conditions, products, and yield From a dataset of the Open Reaction Database (ORD), a public repository of structured organic reaction records. The reactants are BrC1=CC=CC=2N(C=NC21)C2OCCCC2 (4-bromo-1-(tetrahydro-2H-pyran-2-yl)-1H-benzo[d]imidazole), C(CCC)[Sn](C(=C)OCC)(CCCC)CCCC (tributyl(1-ethoxyvinyl)stannane), [O-]P(=O)([O-])[O-].[K+].[K+].[K+] (K3PO4), Cl (HCl). Reagents/catalysts: C=1C=CC(=CC1)[P](C=2C=CC=CC2)(C=3C=CC=CC3)[Pd]([P](C=4C=CC=CC4)(C=5C=CC=CC5)C=6C=CC=CC6)([P](C=7C=CC=CC7)(C=8C=CC=CC8)C=9C=CC=CC9)[P](C=1C=CC=CC1)(C=1C=CC=CC1)C=1C=CC=CC1 (Pd(PPh3)4). The solvent is CN1CCCC1=O (NMP), O (water). Conditions: temperature 80 celsius, time 30 minute. The product is O1C(CCCC1)N1C=NC2=C1C=CC=C2C(C)=O (1-(1-(tetrahydro-2H-pyran-2-yl)-1H-benzo[d]imidazol-4-yl)ethanone). Isolated yield 54.6%. Reaction SMILES: Br[C:2]1[C:10]2[N:9]=[CH:8][N:7]([CH:11]3[CH2:16][CH2:15][CH2:14][CH2:13][O:12]3)[C:6]=2[CH:5]=[CH:4][CH:3]=1.C([Sn](CCCC)(CCCC)[C:22]([O:24]CC)=[CH2:23])CCC.[O-]P([O-])([O-])=O.[K+].[K+].[K+].Cl>CN1C(=O)CCC1.C1C=CC([P]([Pd]([P](C2C=CC=CC=2)(C2C=CC=CC=2)C2C=CC=CC=2)([P](C2C=CC=CC=2)(C2C=CC=CC=2)C2C=CC=CC=2)[P](C2C=CC=CC=2)(C2C=CC=CC=2)C2C=CC=CC=2)(C2C=CC=CC=2)C2C=CC=CC=2)=CC=1.O>[O:12]1[CH2:13][CH2:14][CH2:15][CH2:16][CH:11]1[N:7]1[C:6]2[CH:5]=[CH:4][CH:3]=[C:2]([C:22](=[O:24])[CH3:23])[C:10]=2[N:9]=[CH:8]1 |f:2.3.4.5,^1:54,56,75,94|. Reported procedure: A mixture of 4-bromo-1-(tetrahydro-2H-pyran-2-yl)-1H-benzo[d]imidazole (1.6 g, 6 mmol), tributyl(1-ethoxyvinyl)stannane (2.4 g, 6 mmol), Pd(PPh3)4 (0.7 g, 0.6 mmol), K3PO4 (2.5 g, 12 mmol) in NMP (10 mL) was heated at 80° C. for 6 h. The mixture was cooled to RT, water was added and the mixture was extracted with EtOAc (50 mL×3). HCl (1.0 eq) was added to the combined extract and the resulting mixture was stirred for 30 min. The pH of the mixture was adjusted to ˜8 by addition of aqueous NH4OH s... The reactants are ClC1=CC=C(C=C1)N1C(C(C=2C1=NC=CC2)CC2=CC=NC=C2)=O (1,3-dihydro-1-(4-chlorophenyl)-3-(4-pyridinylmethyl)-2H-pyrrolo[2,3-b]pyridin-2-one), CO (MeOH), Cl.N1=CC(=CC=C1)CCl (3-picolyl chloride hydrochloride). Run in [OH-].[Na+] (NaOH), [OH-].[Na+] (NaOH), O (water). Run at time 2 hour. Yields the product Cl.Cl.ClC1=CC=C(C=C1)N1C(C(C=2C1=NC=CC2)(CC2=CC=NC=C2)CC=2C=NC=CC2)=O (1,3-Dihydro-1-(4-chlorophenyl)-3-(3-pyridinylmethyl)-3-(4-pyridinylmethyl)-2H-pyrrolo[2,3-b]pyridin-2-one Dihydrochloride). As a reaction SMILES: [Cl:1][C:2]1[CH:7]=[CH:6][C:5]([N:8]2[C:12]3=[N:13][CH:14]=[CH:15][CH:16]=[C:11]3[CH:10]([CH2:17][C:18]3[CH:23]=[CH:22][N:21]=[CH:20][CH:19]=3)[C:9]2=[O:24])=[CH:4][CH:3]=1.CO.Cl.[N:28]1[CH:33]=[CH:32][CH:31]=[C:30]([CH2:34][Cl:35])[CH:29]=1>O.[OH-].[Na+]>[ClH:1].[ClH:35].[Cl:1][C:2]1[CH:7]=[CH:6][C:5]([N:8]2[C:12]3=[N:13][CH:14]=[CH:15][CH:16]=[C:11]3[C:10]([CH2:34][C:30]3[CH:29]=[N:28][CH:33]=[CH:32][CH:31]=3)([CH2:17][C:18]3[CH:19]=[CH:20][N:21]=[CH:22][CH:23]=3)[C:9]2=[O:24])=[CH:4][CH:3]=1 |f:2.3,5.6,7.8.9|. Reported procedure: A mixture of 1,3-dihydro-1-(4-chlorophenyl)-3-(4-pyridinylmethyl)-2H-pyrrolo[2,3-b]pyridin-2-one (3.0 g, 8.93 mmol) and 20 ml 1N NaOH was treated with enough MeOH to effect solution. The mixture was treated dropwise with 3-picolyl chloride hydrochloride (1.6 g, 9.82 mmol) in 10 ml water. The mixture was stirred at room temperature for 2 h, and treated with an additional 20 ml IN NaOH. The mixture was stirred at room temperature for 24 h and concentrated in vacuo. The residue was partitioned betw... Reactants: CO, [H][H], O=C(OCc1ccccc1)C(Cc1ccccc1)OC(=O)N1CCOCC1. The product is O=C(O)C(Cc1ccccc1)OC(=O)N1CCOCC1. RXN SMILES: [CH3:30][OH:31].[H:28][H:29].[O:1]1[CH2:2][CH2:3][N:4]([C:7](=[O:8])[O:9][CH:10]([C:11](=[O:12])[O:13][CH2:14][c:15]2[cH:16][cH:17][cH:18][cH:19][cH:20]2)[CH2:21][c:22]2[cH:23][cH:24][cH:25][cH:26][cH:27]2)[CH2:5][CH2:6]1>>[O:1]1[CH2:2][CH2:3][N:4]([C:7](=[O:8])[O:9][CH:10]([C:11](=[O:12])[OH:13])[CH2:21][c:22]2[cH:23][cH:24][cH:25][cH:26][cH:27]2)[CH2:5][CH2:6]1. RXN SMILES: [C:19]([CH2:20][CH2:21][c:22]1[cH:23][cH:24][cH:25][cH:26][cH:27]1)(=[O:28])[Cl:29].[CH2:14]([Li:15])[CH2:16][CH2:17][CH3:18].[CH2:32]1[O:33][CH2:34][CH2:35][CH2:36]1.[CH3:1][CH:2]1[NH:3][C:4](=[O:13])[O:5][CH:6]1[c:7]1[cH:8][cH:9][cH:10][cH:11][cH:12]1.[Cl-:30].[NH4+:31]>>[CH3:1][CH:2]1[N:3]([C:19]([CH2:20][CH2:21][c:22]2[cH:23][cH:24][cH:25][cH:26][cH:27]2)=[O:28])[C:4](=[O:13])[O:5][CH:6]1[c:7]1[cH:8][cH:9][cH:10][cH:11][cH:12]1. Reactants: O=C(Cl)CCc1ccccc1, [Li]CCCC, C1CCOC1, CC1NC(=O)OC1c1ccccc1, [Cl-], [NH4+]. Yields the product CC1C(c2ccccc2)OC(=O)N1C(=O)CCc1ccccc1.